From a dataset of the Open Reaction Database (ORD), a public repository of structured organic reaction records. describe an organic reaction: reactants, conditions, products, and yield The reactants are CCCCO, COc1cc(C(C)=O)ccc1OCCCCCCl, OC(c1ccc(F)cc1)(c1ccc(F)cc1)C1CCNCC1, [I-], [K+], [Na+], [Na+], O=C([O-])[O-]. Product: COc1cc(C(C)=O)ccc1OCCCCCN1CCC(C(O)(c2ccc(F)cc2)c2ccc(F)cc2)CC1. RXN SMILES: [CH2:49]([OH:50])[CH2:51][CH2:52][CH3:53].[Cl:23][CH2:24][CH2:25][CH2:26][CH2:27][CH2:28][O:29][c:30]1[c:31]([O:39][CH3:40])[cH:32][c:33]([C:36]([CH3:37])=[O:38])[cH:34][cH:35]1.[F:1][c:2]1[cH:3][cH:4][c:5]([C:8]([OH:9])([CH:10]2[CH2:11][CH2:12][NH:13][CH2:14][CH2:15]2)[c:16]2[cH:17][cH:18][c:19]([F:22])[cH:20][cH:21]2)[cH:6][cH:7]1.[I-:48].[K+:47].[Na+:41].[Na+:42].[O-:43][C:44](=[O:45])[O-:46]>>[F:1][c:2]1[cH:3][cH:4][c:5]([C:8]([OH:9])([CH:10]2[CH2:11][CH2:12][N:13]([CH2:24][CH2:25][CH2:26][CH2:27][CH2:28][O:29][c:30]3[c:31]([O:39][CH3:40])[cH:32][c:33]([C:36]([CH3:37])=[O:38])[cH:34][cH:35]3)[CH2:14][CH2:15]2)[c:16]2[cH:17][cH:18][c:19]([F:22])[cH:20][cH:21]2)[cH:6][cH:7]1. Solvent: ClCCl (dichloromethane), C(Cl)(Cl)Cl (chloroform). The reactants are CSC=1N=CC2=C(N3CCC[C@H]3CN(C2=O)C=2C=C(C=CC2)C2=NN(C(O2)=O)CC(=O)O)N1 ((S)-2-{5-[3-(9-methylthio-6-oxo-2,3,3a,4-tetrahydro-1H,6H-5,8,10,10b-tetraazabenzo[e]azulen-5-yl)phenyl]-2-oxo-1,3,4-oxadiazol-3(2H)-yl}acetic acid), CNC.C1CCOC1 (dimethylamine THF), ON1N=NC2=C1C=CC=C2 (1-hydroxybenzotriazole), C(C)N=C=NCCCN(C)C (1-ethyl-3-(3-dimethylaminopropyl)carbodiimide). Reaction SMILES: [CH3:1][S:2][C:3]1[N:4]=[CH:5][C:6]2[C:15](=[O:16])[N:14]([C:17]3[CH:18]=[C:19]([C:23]4[O:27][C:26](=[O:28])[N:25]([CH2:29][C:30](O)=[O:31])[N:24]=4)[CH:20]=[CH:21][CH:22]=3)[CH2:13][C@H:12]3[N:8]([CH2:9][CH2:10][CH2:11]3)[C:7]=2[N:33]=1.ON1C2C=CC=CC=2N=N1.[CH2:44]([N:46]=[C:47]=NCCCN(C)C)C.CNC.C1COCC1>ClCCl.C(Cl)(Cl)Cl>[CH3:44][N:46]([CH3:47])[C:30](=[O:31])[CH2:29][N:25]1[N:24]=[C:23]([C:19]2[CH:20]=[CH:21][CH:22]=[C:17]([N:14]3[CH2:13][C@H:12]4[N:8]([CH2:9][CH2:10][CH2:11]4)[C:7]4[N:33]=[C:3]([S:2][CH3:1])[N:4]=[CH:5][C:6]=4[C:15]3=[O:16])[CH:18]=2)[O:27][C:26]1=[O:28] |f:3.4|. Procedure: (S)-2-{5-[3-(9-Methylthio-6-oxo-2,3,3a,4-tetrahydro-1H,6H-5,8,10,10b-tetraazabenzo[e]azulen-5-yl)phenyl]-2-oxo-1,3,4-oxadiazol-3(2H)-yl}acetic acid (229 mg, 0.49 mmol) obtained in Step 2 was suspended in dichloromethane (5 mL), and the mixture was stirred at room temperature for 2 hours after adding 1-hydroxybenzotriazole (133 mg, 0.98 mmol), 1-ethyl-3-(3-dimethylaminopropyl)carbodiimide (188 mg, 0.98 mmol), and a 2.0 mol/L dimethylamine/THF solution (2.45 mL, 4.88 mmol). After diluting the mixt... Yield: 58.5%. Run at time 2 hour. Yields the product CN(C(CN1C(OC(=N1)C1=CC(=CC=C1)N1C(C2=C(N3CCC[C@H]3C1)N=C(N=C2)SC)=O)=O)=O)C ((S)—N,N-dimethyl 2-{5-[3-(9-methylthio-6-oxo-2,3,3a,4-tetrahydro-1H,6H-5,8,10,10b-tetraazabenzo[e]azulen-5-yl)phenyl]-2-oxo-1,3,4-oxadiazol-3(2H)-yl}acetamide). Starting materials: CCN=C=NCCCN(C)C, CN(C)C=O, Cl, O=C(O)c1cc2cc(I)ccc2n1Cc1cccc(F)c1, Nc1ccc(N2CCCC2)nc1, On1nnc2ccccc21. Yields the product O=C(Nc1ccc(N2CCCC2)nc1)c1cc2cc(I)ccc2n1Cc1cccc(F)c1. RXN SMILES: [CH3:35][N:36]([CH3:37])[CH2:38][CH2:39][CH2:40][N:41]=[C:42]=[N:43][CH2:44][CH3:45].[CH3:56][N:57]([CH3:58])[CH:59]=[O:60].[ClH:34].[I:1][c:2]1[cH:3][c:4]2[cH:5][c:6]([C:19](=[O:20])[OH:21])[n:7]([CH2:11][c:12]3[cH:13][c:14]([F:18])[cH:15][cH:16][cH:17]3)[c:8]2[cH:9][cH:10]1.[NH2:22][c:23]1[cH:24][n:25][c:26]([N:29]2[CH2:30][CH2:31][CH2:32][CH2:33]2)[cH:27][cH:28]1.[OH:46][n:47]1[c:48]2[cH:49][cH:50][cH:51][cH:52][c:53]2[n:54][n:55]1>>[I:1][c:2]1[cH:3][c:4]2[cH:5][c:6]([C:19](=[O:21])[NH:22][c:23]3[cH:24][n:25][c:26]([N:29]4[CH2:30][CH2:31][CH2:32][CH2:33]4)[cH:27][cH:28]3)[n:7]([CH2:11][c:12]3[cH:13][c:14]([F:18])[cH:15][cH:16][cH:17]3)[c:8]2[cH:9][cH:10]1. Reactants: C(C)C1=CC(=C(NC1=O)C)C=1C=NC=C(C1)C(=O)O (5′-ethyl-2′-methyl-6′-oxo-1′,6′-dihydro-[3,3′]bipyridinyl-5-carboxylic acid), C(#N)C1CCC(CC1)CN ((4-cyano-cyclohexylmethyl)-amine). Product: C(#N)C1CCC(CC1)CNC(=O)C=1C=C(C=NC1)C1=C(NC(C(=C1)CC)=O)C (5′-Ethyl-2′-methyl-6′-oxo-1′,6′-dihydro-[3,3′]bipyridinyl-5-carboxylic acid (4-cyano-cyclohexylmethyl)-amide). Reaction SMILES: [CH2:1]([C:3]1[C:8](=[O:9])[NH:7][C:6]([CH3:10])=[C:5]([C:11]2[CH:12]=[N:13][CH:14]=[C:15]([C:17]([OH:19])=O)[CH:16]=2)[CH:4]=1)[CH3:2].[C:20]([CH:22]1[CH2:27][CH2:26][CH:25]([CH2:28][NH2:29])[CH2:24][CH2:23]1)#[N:21]>>[C:20]([CH:22]1[CH2:27][CH2:26][CH:25]([CH2:28][NH:29][C:17]([C:15]2[CH:16]=[C:11]([C:5]3[CH:4]=[C:3]([CH2:1][CH3:2])[C:8](=[O:9])[NH:7][C:6]=3[CH3:10])[CH:12]=[N:13][CH:14]=2)=[O:19])[CH2:24][CH2:23]1)#[N:21]. Procedure details: Method 1, Example 205 is substantially repeated except for utilizing 5′-ethyl-2′-methyl-6′-oxo-1′,6′-dihydro-[3,3′]bipyridinyl-5-carboxylic acid and (4-cyano-cyclohexylmethyl)-amine to afford the title compound. MS: m/e=379 (M+H). Reactants: CS(C)=O, CCOCC, O=C(OC(=O)C(F)(F)F)C(F)(F)F, O=[N+]([O-])c1ccccc1OCC(O)CN1CCOCC1. Product: O=C(COc1ccccc1[N+](=O)[O-])CN1CCOCC1. As a reaction SMILES: [CH3:14][S:15]([CH3:16])=[O:17].[CH3:38][CH2:39][O:40][CH2:41][CH3:42].[F:1][C:2]([F:3])([F:4])[C:5]([O:6][C:7](=[O:8])[C:9]([F:10])([F:11])[F:12])=[O:13].[O:18]1[CH2:19][CH2:20][N:21]([CH2:24][CH:25]([CH2:26][O:27][c:28]2[c:29]([N+:34](=[O:35])[O-:36])[cH:30][cH:31][cH:32][cH:33]2)[OH:37])[CH2:22][CH2:23]1>>[O:18]1[CH2:19][CH2:20][N:21]([CH2:24][C:25]([CH2:26][O:27][c:28]2[c:29]([N+:34](=[O:35])[O-:36])[cH:30][cH:31][cH:32][cH:33]2)=[O:37])[CH2:22][CH2:23]1. The reactants are C(C)NCC (diethylamine), C(C)(C)N(CC)C(C)C (diisopropylethylamine), 1,2,4,6-thiatriazene-1,1-dioxide, ClS(=O)(=O)N=C=O (chlorosulfonylisocyanate), C(C)(C)N(CC)C(C)C (diisopropylethylamine), NC1=NC=CC=C1 (2-aminopyridine). The solvent is Heterocycles, C(C)#N (acetonitrile), C(C)#N (acetonitrile). Product: N1=C(C=CC=C1)NC(=O)NS(=O)(=O)N(CC)CC (N-(2-Pyridyl)-N'-(diethylaminosulfonyl)-urea). RXN SMILES: [NH2:1][C:2]1[CH:7]=[CH:6][CH:5]=[CH:4][N:3]=1.Cl[S:9]([N:12]=[C:13]=[O:14])(=[O:11])=[O:10].[CH:15]([N:18](C(C)C)[CH2:19][CH3:20])(C)[CH3:16].C(NCC)C>C(#N)C>[N:3]1[CH:4]=[CH:5][CH:6]=[CH:7][C:2]=1[NH:1][C:13]([NH:12][S:9]([N:18]([CH2:19][CH3:20])[CH2:15][CH3:16])(=[O:11])=[O:10])=[O:14]. Procedure: This example was prepared according to the general procedure described by Karady et al. in Heterocycles, 1979, 12, 815-818. To a solution of 2-aminopyridine (5.0 g, 0.053 mol) in acetonitrile (17.5 mL) cooled to 0° C. was added chlorosulfonylisocyanate (4.5 mL) while maintaining the temperature between -5 and +5° C. A very thick precipitate formed. The cooling bath was removed, and the reaction mixture was allowed to warm to room temperature. The mixture was re-cooled to 0° C., and diisopropylet... Starting materials: C1CCOC1, O=C1CCC2(CC1)OCCO2, CI, [Cl-], [NH2-], [NH4+], [Na]. The product is CC1CC2(CCC1=O)OCCO2. As a reaction SMILES: [CH2:18]1[O:19][CH2:20][CH2:21][CH2:22]1.[CH2:3]1[CH2:4][O:5][C:6]2([CH2:7][CH2:8][C:9](=[O:12])[CH2:10][CH2:11]2)[O:13]1.[CH3:14][I:15].[Cl-:16].[NH2-:2].[NH4+:17].[Na:1]>>[CH2:3]1[CH2:4][O:5][C:6]2([CH2:7][CH2:8][C:9](=[O:12])[CH:10]([CH3:14])[CH2:11]2)[O:13]1.